This data is from the Open Reaction Database (ORD), a public repository of structured organic reaction records. The task is: describe an organic reaction: reactants, conditions, products, and yield Starting materials: Cc1ccccc1P(c1ccccc1C)c1ccccc1C, CCOC(C)=O, CC(C)n1cc(-c2nc(Br)c(N)nc2-c2ccccc2)ccc1=O, C=CC(N)=O, CC(=O)[O-], CC(=O)[O-], CN(C)C=O, O, [Pd+2]. Product: CC(C)n1cc(-c2nc(C=CC(N)=O)c(N)nc2-c2ccccc2)ccc1=O. RXN SMILES: [CH3:30][c:31]1[cH:32][cH:33][cH:34][cH:35][c:36]1[P:37]([c:38]1[cH:39][cH:40][cH:41][cH:42][c:43]1[CH3:44])[c:45]1[cH:46][cH:47][cH:48][cH:49][c:50]1[CH3:51].[CH3:67][CH2:68][O:69][C:70]([CH3:71])=[O:72].[NH2:1][c:2]1[n:3][c:4](-[c:19]2[cH:20][cH:21][cH:22][cH:23][cH:24]2)[c:5](-[c:9]2[cH:10][cH:11][c:12](=[O:18])[n:13]([CH:15]([CH3:16])[CH3:17])[cH:14]2)[n:6][c:7]1[Br:8].[NH2:25][C:26](=[O:27])[CH:28]=[CH2:29].[O-:58][C:59]([CH3:60])=[O:61].[O-:62][C:63]([CH3:64])=[O:65].[O:52]=[CH:53][N:54]([CH3:55])[CH3:56].[OH2:66].[Pd+2:57]>>[NH2:1][c:2]1[n:3][c:4](-[c:19]2[cH:20][cH:21][cH:22][cH:23][cH:24]2)[c:5](-[c:9]2[cH:10][cH:11][c:12](=[O:18])[n:13]([CH:15]([CH3:16])[CH3:17])[cH:14]2)[n:6][c:7]1[CH:29]=[CH:28][C:26]([NH2:25])=[O:27]. Reactants: ClC1=CN=C2N1C=CN=C2Cl (3,8-dichloroimidazo[1,2-a]pyrazine), BrC=1C=2N(C=CN1)C(=CN2)Cl (8-bromo-3-chloroimidazo[1,2-a]pyrazine), N1CCNCC1 (piperazine). The solvent is C(C)#N (acetonitrile). The product is Cl.ClC1=CN=C2N1C=CN=C2N2CCNCC2 (3-chloro-8-(1-piperazinyl)-imidazo[1,2-a]pyrazine hydrochloride salt). As a reaction SMILES: [Cl:1]C1[N:6]2[CH:7]=[CH:8][N:9]=[C:10](Cl)[C:5]2=NC=1.Br[C:13]1[C:14]2[N:15]([C:19]([Cl:22])=[CH:20][N:21]=2)[CH:16]=[CH:17][N:18]=1.N1CCNCC1>C(#N)C>[ClH:1].[Cl:22][C:19]1[N:15]2[CH:16]=[CH:17][N:18]=[C:13]([N:6]3[CH2:7][CH2:8][NH:9][CH2:10][CH2:5]3)[C:14]2=[N:21][CH:20]=1 |f:4.5|. Procedure details: To a solution of the mixture of 3,8-dichloroimidazo[1,2-a]pyrazine and 8-bromo-3-chloroimidazo[1,2-a]pyrazine obtained above in 25 ml of acetonitrile is added an excess amount of piperazine (5 g). After refluxing and isolation in essentially the same manner as Example 1, Step B, 3-chloro-8-(1-piperazinyl)-imidazo[1,2-a]pyrazine hydrochloride salt is obtained with m.p. >300° C. dec. The reactants are CC1(C)CCCc2ccc(C(=O)Oc3ccc(C(=O)OCc4ccccc4)cc3)cc21, CC1(C)CCCc2cc(C(=O)Oc3ccc(C(=O)OCc4ccccc4)cc3)ccc21, CCOC(C)=O. The product is CC1(C)CCCc2cc(C(=O)Oc3ccc(C(=O)O)cc3)ccc21. Reaction SMILES: [CH3:1][C:2]1([CH3:3])[c:4]2[cH:5][c:6]([C:7]([O:8][c:9]3[cH:10][cH:11][c:12]([C:13]([O:14][CH2:15][c:16]4[cH:17][cH:18][cH:19][cH:20][cH:21]4)=[O:22])[cH:23][cH:24]3)=[O:25])[cH:26][cH:27][c:28]2[CH2:29][CH2:30][CH2:31]1.[CH3:32][C:33]1([CH3:62])[c:34]2[cH:35][cH:36][c:37]([C:43](=[O:44])[O:45][c:46]3[cH:47][cH:48][c:49]([C:50](=[O:51])[O:52][CH2:53][c:54]4[cH:55][cH:56][cH:57][cH:58][cH:59]4)[cH:60][cH:61]3)[cH:38][c:39]2[CH2:40][CH2:41][CH2:42]1.[CH3:63][CH2:64][O:65][C:66](=[O:67])[CH3:68]>>[CH3:32][C:33]1([CH3:62])[c:34]2[cH:35][cH:36][c:37]([C:43](=[O:44])[O:45][c:46]3[cH:47][cH:48][c:49]([C:50](=[O:51])[OH:52])[cH:60][cH:61]3)[cH:38][c:39]2[CH2:40][CH2:41][CH2:42]1. The reactants are BrC1=CC=CC(=N1)NCC1=CC(=CC=C1)F (6-bromo-N-(3-fluorobenzyl)pyridin-2-amine), ClC1=NC=C(C(=C1)B(O)O)OC (2-chloro-5-methoxypyridin-4-ylboronic acid), C(Cl)Cl (CH2Cl2). Reagents/catalysts: C1=CC=C(C=C1)P([C-]2C=CC=C2)C3=CC=CC=C3.C1=CC=C(C=C1)P([C-]2C=CC=C2)C3=CC=CC=C3.Cl[Pd]Cl.[Fe+2] (PdCl2(dppf)). Solvent: COCCOC (DME), C(=O)([O-])[O-].[Na+].[Na+] (Na2CO3). Reaction conditions: temperature 110 celsius. Yields the product ClC1=NC=C(C(=C1)C1=NC(=CC=C1)NCC1=CC(=CC=C1)F)OC (2′-chloro-N-(3-fluorobenzyl)-5′-methoxy-2,4′-bipyridin-6-amine). Isolated yield 7.8%. RXN SMILES: Br[C:2]1[N:7]=[C:6]([NH:8][CH2:9][C:10]2[CH:15]=[CH:14][CH:13]=[C:12]([F:16])[CH:11]=2)[CH:5]=[CH:4][CH:3]=1.[Cl:17][C:18]1[CH:23]=[C:22](B(O)O)[C:21]([O:27][CH3:28])=[CH:20][N:19]=1.C(Cl)Cl>COCCOC.C([O-])([O-])=O.[Na+].[Na+].C1C=CC(P(C2C=CC=CC=2)[C-]2C=CC=C2)=CC=1.C1C=CC(P(C2C=CC=CC=2)[C-]2C=CC=C2)=CC=1.Cl[Pd]Cl.[Fe+2]>[Cl:17][C:18]1[CH:23]=[C:22]([C:2]2[CH:3]=[CH:4][CH:5]=[C:6]([NH:8][CH2:9][C:10]3[CH:15]=[CH:14][CH:13]=[C:12]([F:16])[CH:11]=3)[N:7]=2)[C:21]([O:27][CH3:28])=[CH:20][N:19]=1 |f:4.5.6,7.8.9.10|. Procedure: To a solution of 6-bromo-N-(3-fluorobenzyl)pyridin-2-amine (555 mg, 1.974 mmol) and 2-chloro-5-methoxypyridin-4-ylboronic acid (518 mg, 2.76 mmol) in DME (4 ml) and 2M Na2CO3 aq (2 ml) was added PdCl2(dppf).CH2Cl2 adduct (81 mg, 0.099 mmol). This was then heated at 110° C. for 5 h. The reaction mixture was allowed to cool and then the DME was evaporated under reduced pressure. The resulting residue was partitioned between EtOAc and water. The organics were combined, then washed with H2O (×3), sa... The reactants are C(CCC)N1C([C@H]2CC3=C(NC=4C=CC=CC34)[C@@H](N2C(C1)=O)C1=CC=C(C=C1)[N+](=O)[O-])=O (Cis-2,3,6,7,12,12a-hexahydro-2-butyl-6-(4-nitrophenyl)-pyrazino[2',1';6,1]pyrido[3,4-b]indole-1,4-dione), SnCl2 ·H2O, [OH-].[Na+] (NaOH). Solvent: CO (methanol). Yields the product NC1=CC=C(C=C1)[C@@H]1N2[C@H](CC3=C1NC=1C=CC=CC31)C(N(CC2=O)CCCC)=O (Cis-2,3,6,7,12,12a-hexahydro-6-(4-aminophenyl)-2-butyl-pyrazino[2',1';6,1]pyrido[3,4-b]indole-1,4-dione). Yield: 39.4%. As a reaction SMILES: [CH2:1]([N:5]1[CH2:21][C:20](=[O:22])[N:19]2[C@H:7]([CH2:8][C:9]3[C:17]4[CH:16]=[CH:15][CH:14]=[CH:13][C:12]=4[NH:11][C:10]=3[C@@H:18]2[C:23]2[CH:28]=[CH:27][C:26]([N+:29]([O-])=O)=[CH:25][CH:24]=2)[C:6]1=[O:32])[CH2:2][CH2:3][CH3:4].[OH-].[Na+]>CO>[NH2:29][C:26]1[CH:27]=[CH:28][C:23]([C@H:18]2[C:10]3[NH:11][C:12]4[CH:13]=[CH:14][CH:15]=[CH:16][C:17]=4[C:9]=3[CH2:8][C@@H:7]3[C:6](=[O:32])[N:5]([CH2:1][CH2:2][CH2:3][CH3:4])[CH2:21][C:20](=[O:22])[N:19]23)=[CH:24][CH:25]=1 |f:1.2|. Reported procedure: To a solution of Example 75 (1.5 g) in methanol (100 mL) was added SnCl2 ·H2O (3.06) and the resulting mixture was heated at reflux for 8 hours. The mixture was cooled to ambient temperature, poured into ice and was adjusted to pH5 with 1N NaOH. The methanol was evaporated off and the residue was basified to pH11 with 1N NaOH and extracted with EtOAc (2×150 mL). After drying over Na2SO4 and evaporation of EtOAc, the resulting yellow powder was purified by radial chromatography eluting with CH2Cl... Reactants: NC1=C(C=C2CCC(CC2=C1)N1CCN(CC1)C(=O)OC(C)(C)C)[N+](=O)[O-] (tert-Butyl 4-(7-amino-6-nitro-1,2,3,4-tetrahydronaphthalen-2-yl)piperazine-1-carboxylate), [OH-].[K+] (potassium hydroxide), Cl[O-].[Na+] (sodium hypochlorite), Cl[O-].[Na+] (sodium hypochlorite). Solvent: C(C)O (ethanol). The product is [O-][N+]=1ON=C2C1C=C1CCC(CC1=C2)N2CCN(CC2)C(=O)OC(C)(C)C (tert-Butyl 4-(1-oxido-5,6,7,8-tetrahydronaphtho[2,3-c][1,2,5]oxadiazol-6-yl)piperazine-1-carboxylate). Reaction SMILES: [NH2:1][C:2]1[CH:11]=[C:10]2[C:5]([CH2:6][CH2:7][CH:8]([N:12]3[CH2:17][CH2:16][N:15]([C:18]([O:20][C:21]([CH3:24])([CH3:23])[CH3:22])=[O:19])[CH2:14][CH2:13]3)[CH2:9]2)=[CH:4][C:3]=1[N+:25]([O-:27])=[O:26].[OH-].[K+].Cl[O-].[Na+]>C(O)C>[O-:26][N+:25]1[O:27][N:1]=[C:2]2[CH:11]=[C:10]3[C:5]([CH2:6][CH2:7][CH:8]([N:12]4[CH2:17][CH2:16][N:15]([C:18]([O:20][C:21]([CH3:22])([CH3:23])[CH3:24])=[O:19])[CH2:14][CH2:13]4)[CH2:9]3)=[CH:4][C:3]=12 |f:1.2,3.4|. Procedure: To a solution of tert-Butyl 4-(7-amino-6-nitro-1,2,3,4-tetrahydronaphthalen-2-yl)piperazine-1-carboxylate (160 mg, 0.42 mmol) in ethanol (3 mL) was added potassium hydroxide (36 mg, 0.64 mmol). The solution was stirred until all solids dissolved. At that point, sodium hypochlorite (1.3 mL, 1.3 mmol) was dropped into the reaction. LC showed quite slow reaction. Another 1.3 mL of sodium hypochlorite was added to complete the reaction. The desired product was separated by reverse phase HPLC (water:... Starting materials: [BH4-], COc1cc([N+](=O)[O-])ccc1C=CC(C)=O, CCO, [Na+], O. Product: COc1cc([N+](=O)[O-])ccc1C=CC(C)O. As a reaction SMILES: [BH4-:17].[CH3:1][O:2][c:3]1[c:4]([CH:12]=[CH:13][C:14]([CH3:15])=[O:16])[cH:5][cH:6][c:7]([N+:9](=[O:10])[O-:11])[cH:8]1.[CH3:20][CH2:21][OH:22].[Na+:18].[OH2:19]>>[CH3:1][O:2][c:3]1[c:4]([CH:12]=[CH:13][CH:14]([CH3:15])[OH:16])[cH:5][cH:6][c:7]([N+:9](=[O:10])[O-:11])[cH:8]1. Reactants: brown solid, ClC1=CC=C2C=CCC2=C1 (6-chloro-1H-indene), Cl[O-].[Na+] (sodium hypochlorite), Cl[O-].[Na+] (sodium hypochlorite), C1(=CC=CC=C1)CCCC1=CC=[N+](C=C1)[O-] (4-phenylpropylpyridine-N-oxide). The reagents and catalysts are (R,R)-Jacobsen catalyst. Run in C(Cl)Cl (methylene chloride), C(Cl)Cl (methylene chloride). Reaction conditions: temperature 0 celsius, time 15 minute. Yields the product ClC1=CC=2C[C@H]3[C@H](O3)C2C=C1 (rel-(1aR,6aS)-4-chloro-6,6a-dihydro-1aH-indeno[1,2-b]oxirene). Reaction SMILES: C1(CCCC2C=C[N+]([O-:16])=CC=2)C=CC=CC=1.Cl[O-].[Na+].[Cl:20][C:21]1[CH:29]=[C:28]2[C:24]([CH:25]=[CH:26][CH2:27]2)=[CH:23][CH:22]=1>C(Cl)Cl>[Cl:20][C:21]1[CH:22]=[CH:23][C:24]2[C@H:25]3[O:16][C@H:26]3[CH2:27][C:28]=2[CH:29]=1 |f:1.2|. Procedure details: To a stirring solution of 4-phenylpropylpyridine-N-oxide (278 mg, 1.31 mmol) in methylene chloride (20 mL) was added (R,R)-Jacobsen catalyst (237.0 mg, 0.3732 mmol) and a solution of sodium hypochlorite (2.0 M in water; 16 mL, 32 mmol) at 0° C. The resulting brown suspension was stirred at 0° C. for 15 minutes then a solution of 6-chloro-1H-indene (1) (2.81 g, 18.6 mmol) in methylene chloride (20 mL) was added via syringe with simultaneous addition of additional sodium hypochlorite (2.0M in wate... Starting materials: C(C)(CC)O (sec. butyl alcohol), alcohol, CCCC.C=CCC (n-butane n-butene). Run in O (water). Product: 201.3, C(C)(CC)OC(C)CC (di-sec. butyl ether). RXN SMILES: [CH3:1][CH2:2][CH2:3][CH3:4].C=CCC.[CH:9]([OH:13])([CH2:11][CH3:12])[CH3:10]>O>[CH:2]([O:13][CH:9]([CH2:11][CH3:12])[CH3:10])([CH2:3][CH3:4])[CH3:1] |f:0.1|. Procedure details: The procedure described in comparison Example 1 was altered so that by use of an additional dosing pump 54 kgs of the process water (total amount 204 kgs) were charged to the n-butane/n-butene mixture (feedgas and recycle gas=3,000 kgs/h) and transferred to the evaporator. Employing the same conditions as in comparison Example 1 (155° C. to 160° C., 70 bar) a temperature of 155° C. to 162° C. could be maintained in the reactor without additional heating or cooling. In the sump of a column, avera... The reactants are C1(=CC(O)=CC(C)=C1)O (orcinol), C([O-])([O-])=O.[K+].[K+] (potassium carbonate), C(C1=CC=CC=C1)Br (benzyl bromide). The solvent is CN(C)C=O (DMF). Reaction conditions: time 20 hour. Product: C(C1=CC=CC=C1)OC=1C=C(C=C(C1)C)O (3-Benzyloxy-5-methyl-phenol). Isolated yield 56.4%. As a reaction SMILES: [C:1]1([OH:9])[CH:8]=[C:6]([CH3:7])[CH:5]=[C:3]([OH:4])[CH:2]=1.C(=O)([O-])[O-].[K+].[K+].[CH2:16](Br)[C:17]1[CH:22]=[CH:21][CH:20]=[CH:19][CH:18]=1>CN(C=O)C>[CH2:16]([O:4][C:3]1[CH:2]=[C:1]([OH:9])[CH:8]=[C:6]([CH3:7])[CH:5]=1)[C:17]1[CH:22]=[CH:21][CH:20]=[CH:19][CH:18]=1 |f:1.2.3|. Procedure: A 0° C. mixture of orcinol (10.0 g, 80.6 mmol) and 325 mesh potassium carbonate (12.25 g, 88.6 mmol) in DMF (100 mL) is treated dropwise with benzyl bromide (6.91 g, 40.4 mmol). The mixture was then warmed to rt and stirred for 20 hours under N2. The reaction is filtered, and the filtrate is acidified with 1 N HCl. The mixture is then diluted with Et2O and extracted with water. The organic layer is dried (Na2SO4), and the solvent is removed in vacuo to afford crude product that is absorbed on si...